This data is from the Open Reaction Database (ORD), a public repository of structured organic reaction records. The task is: describe an organic reaction: reactants, conditions, products, and yield Starting materials: CC1=C(C=NC=C1)N1C(NCC1)=O (1-(4-methyl-pyridin-3-yl)-imidazolidin-2-one), BrC1=CC(=C(C=O)C=C1)F (4-bromo-2-fluoro-benzaldehyde), N[C@H]1[C@@H](CCCC1)N (trans-1,2-diamino cyclohexane), P(=O)([O-])([O-])[O-].[K+].[K+].[K+] (potassium phosphate). Reagents/catalysts: [Cu](I)I (copper iodide). The solvent is O1CCOCC1 (1,4-dioxane). Yields the product FC1=C(C=O)C=CC(=C1)N1C(N(CC1)C=1C=NC=CC1C)=O (2-Fluoro-4-[3-(4-methyl-pyridin-3-yl)-2-oxo-imidazolidin-1-yl]-benzaldehyde). The yield is 59.2%. RXN SMILES: [CH3:1][C:2]1[CH:7]=[CH:6][N:5]=[CH:4][C:3]=1[N:8]1[CH2:12][CH2:11][NH:10][C:9]1=[O:13].Br[C:15]1[CH:22]=[CH:21][C:18]([CH:19]=[O:20])=[C:17]([F:23])[CH:16]=1.N[C@@H]1CCCC[C@H]1N.P([O-])([O-])([O-])=O.[K+].[K+].[K+]>[Cu](I)I.O1CCOCC1>[F:23][C:17]1[CH:16]=[C:15]([N:10]2[CH2:11][CH2:12][N:8]([C:3]3[CH:4]=[N:5][CH:6]=[CH:7][C:2]=3[CH3:1])[C:9]2=[O:13])[CH:22]=[CH:21][C:18]=1[CH:19]=[O:20] |f:3.4.5.6|. Procedure: Using the same reaction conditions as in Example 14, 1-(4-methyl-pyridin-3-yl)-imidazolidin-2-one (I-14b: 300 mg, 1.694 mmol) was reacted with 4-bromo-2-fluoro-benzaldehyde (403 mg, 2.118 mmol), 1,4-dioxane (25 mL), copper iodide (32.186 mg, 0.1694 mmol), trans-1,2-diamino cyclohexane (72.16 mg, 0.5082 mmol) and potassium phosphate (1.077 g, 5.082 mmol) to afford the crude product. Purification by column chromatography on silica gel (1.5% MeOH in CHCl3) afforded 300 mg of 2-Fluoro-4-[3-(4-methyl... Reactants: CO, [Li+], COC(=O)c1cc([N+](=O)[O-])cc2ccccc12, [OH-], O. Yields the product O=C(O)c1cc([N+](=O)[O-])cc2ccccc12. RXN SMILES: [CH3:20][OH:21].[Li+:19].[N+:1](=[O:2])([O-:3])[c:4]1[cH:5][c:6]([C:14](=[O:15])[O:16][CH3:17])[c:7]2[cH:8][cH:9][cH:10][cH:11][c:12]2[cH:13]1.[OH-:18].[OH2:22]>>[N+:1](=[O:2])([O-:3])[c:4]1[cH:5][c:6]([C:14](=[O:15])[OH:16])[c:7]2[cH:8][cH:9][cH:10][cH:11][c:12]2[cH:13]1.